describe an organic reaction: reactants, conditions, products, and yield From a dataset of the Open Reaction Database (ORD), a public repository of structured organic reaction records. Starting materials: CC(=O)OC(C)(C)C, CCOP(=O)(OCC)C(C#N)=CC1CCOCC1, CCOc1cc([N+](=O)[O-])c(C=O)cc1-c1ccccc1F, C1CCOC1, C[Si](C)(C)[N-][Si](C)(C)C, CCOC(C)=O, [Cu]I, [Li+]. Product: CCOc1cc([N+](=O)[O-])c(C=C(C#N)C(CC(=O)OC(C)(C)C)C2CCOCC2)cc1-c1ccccc1F. As a reaction SMILES: [C:1]([CH3:2])(=[O:3])[O:4][C:5]([CH3:6])([CH3:7])[CH3:8].[CH2:19]([O:20][P:21](=[O:22])([O:23][CH2:24][CH3:25])[C:27](=[CH:28][CH:29]1[CH2:30][CH2:31][O:32][CH2:33][CH2:34]1)[C:35]#[N:36])[CH3:26].[CH2:37]([CH3:38])[O:39][c:40]1[cH:41][c:42]([N+:55](=[O:56])[O-:57])[c:43]([CH:53]=[O:54])[cH:44][c:45]1-[c:46]1[c:47]([F:52])[cH:48][cH:49][cH:50][cH:51]1.[CH2:58]1[O:59][CH2:60][CH2:61][CH2:62]1.[CH3:10][Si:11]([N-:12][Si:13]([CH3:14])([CH3:15])[CH3:16])([CH3:17])[CH3:18].[CH3:65][CH2:66][O:67][C:68](=[O:69])[CH3:70].[Cu:63][I:64].[Li+:9]>>[C:1]([CH2:2][CH:28]([C:27]([C:35]#[N:36])=[CH:53][c:43]1[c:42]([N+:55](=[O:56])[O-:57])[cH:41][c:40]([O:39][CH2:37][CH3:38])[c:45](-[c:46]2[c:47]([F:52])[cH:48][cH:49][cH:50][cH:51]2)[cH:44]1)[CH:29]1[CH2:30][CH2:31][O:32][CH2:33][CH2:34]1)(=[O:3])[O:4][C:5]([CH3:6])([CH3:7])[CH3:8]. Starting materials: [Cl-].[NH4+] (ammonium chloride), bis(dibenzylideneacetone)dipalladium(0), ClC=1C=C(C(N(N1)C)=O)NC1=NC=C(N=C1)C(F)(F)F (6-chloro-2-methyl-4-(5-(trifluoromethyl)pyrazin-2-ylamino)pyridazin-3(2H)-one), C(C)(=O)OCC1=C(C=CC=C1B1OC(C(O1)(C)C)(C)C)N1C(C2=C(C=C(C=C2C=N1)C(C)(C)C)F)=O (2-(6-tert-butyl-8-fluoro-1-oxophthalazin-2(1H)-yl)-6-(4,4,5,5-tetramethyl-1,3,2-dioxaborolan-2-yl)benzyl acetate), P(=O)([O-])([O-])[O-].[K+].[K+].[K+] (potassium phosphate), C1(CCCCC1)P(C1=C(C=CC=C1)C1=C(C=C(C=C1C(C)C)C(C)C)C(C)C)C1CCCCC1 (2-dicyclohexylphosphino-2′,4′,6′-triisopropylbiphenyl). The solvent is C(CCC)O (n-butanol), O (water). Reaction conditions: temperature 100 celsius, time 8 hour. Product: C(C)(C)(C)C=1C=C2C=NN(C(C2=C(C1)F)=O)C1=C(C(=CC=C1)C1=NN(C(C(=C1)NC1=NC=C(N=C1)C(F)(F)F)=O)C)CO (6-tert-butyl-8-fluoro-2-{2-hydroxymethyl-3-[1-methyl-6-oxo-5-(5-trifluoromethyl-pyrazin-2-ylamino)-1,6-dihydro-pyridazin-3-yl]-phenyl}-2H-phthalazin-1-one). Isolated yield 30.3%. As a reaction SMILES: Cl[C:2]1[CH:3]=[C:4]([NH:10][C:11]2[CH:16]=[N:15][C:14]([C:17]([F:20])([F:19])[F:18])=[CH:13][N:12]=2)[C:5](=[O:9])[N:6]([CH3:8])[N:7]=1.C([O:24][CH2:25][C:26]1[C:31](B2OC(C)(C)C(C)(C)O2)=[CH:30][CH:29]=[CH:28][C:27]=1[N:41]1[N:50]=[CH:49][C:48]2[C:43](=[C:44]([F:55])[CH:45]=[C:46]([C:51]([CH3:54])([CH3:53])[CH3:52])[CH:47]=2)[C:42]1=[O:56])(=O)C.P([O-])([O-])([O-])=O.[K+].[K+].[K+].C1(P(C2CCCCC2)C2C=CC=CC=2C2C(C(C)C)=CC(C(C)C)=CC=2C(C)C)CCCCC1.[Cl-].[NH4+]>C(O)CCC.O>[C:51]([C:46]1[CH:47]=[C:48]2[C:43](=[C:44]([F:55])[CH:45]=1)[C:42](=[O:56])[N:41]([C:27]1[CH:28]=[CH:29][CH:30]=[C:31]([C:2]3[CH:3]=[C:4]([NH:10][C:11]4[CH:16]=[N:15][C:14]([C:17]([F:20])([F:19])[F:18])=[CH:13][N:12]=4)[C:5](=[O:9])[N:6]([CH3:8])[N:7]=3)[C:26]=1[CH2:25][OH:24])[N:50]=[CH:49]2)([CH3:54])([CH3:52])[CH3:53] |f:2.3.4.5,7.8|. Reported procedure: A solution of 6-chloro-2-methyl-4-(5-(trifluoromethyl)pyrazin-2-ylamino)pyridazin-3(2H)-one (109 mg, 0.36 mmol), 2-(6-tert-butyl-8-fluoro-1-oxophthalazin-2(1H)-yl)-6-(4,4,5,5-tetramethyl-1,3,2-dioxaborolan-2-yl)benzyl acetate (264 mg, 0.54 mmol), potassium phosphate (189 mg, 0.89 mmol) and 2-dicyclohexylphosphino-2′,4′,6′-triisopropylbiphenyl (17.0 mg, 0.04 mmol) in n-butanol (4 ml) and water (1 ml) was bubbled argon gas for 10 min. To this solution was added bis(dibenzylideneacetone)dipalladium... Starting materials: C(C)(=O)OCC1=C(N2C(C(C2SC1)NC(C(C(=O)O)C1=CC=C(C=C1)CN=[N+]=[N-])=O)=O)C(=O)O (3-[(acetyloxy)methyl]-7-[[2-[4-(azidomethyl)phenyl]-2-carboxyacetyl]amino]-8-oxo-5-thia-1-azabicyclo[4.2.0]oct-2-ene-2-carboxylic acid), Cl (hydrochloric acid), C1(CCCCC1)N=C=NC1CCCCC1 (N,N'-dicyclohexylcarbodiimide), C1CCC2=CC(=CC=C12)O (5-indanol). Solvent: O1CCOCC1 (dioxane), O1CCOCC1 (dioxane). Run at time 17.5 minute. Product: C(C)(=O)OCC1=C(N2C(C(C2SC1)NC(C(C(=O)OC=1C=C2CCCC2=CC1)C1=CC=C(C=C1)CN=[N+]=[N-])=O)=O)C(=O)O (3-[(acetyloxy)methyl]-7-[[2-[4-(azidomethyl)phenyl]-2-(5-indanyloxycarbonyl]acetyl]amino]-8-oxo-5-thia-1-azabicyclo[4.2.0]oct-2-ene-2-carboxylic acid). RXN SMILES: [C:1]([O:4][CH2:5][C:6]1[CH2:13][S:12][CH:11]2[N:8]([C:9](=[O:31])[CH:10]2[NH:14][C:15](=[O:30])[CH:16]([C:20]2[CH:25]=[CH:24][C:23]([CH2:26][N:27]=[N+:28]=[N-:29])=[CH:22][CH:21]=2)[C:17]([OH:19])=[O:18])[C:7]=1[C:32]([OH:34])=[O:33])(=[O:3])[CH3:2].Cl.C1(N=C=NC2CCCCC2)CCCCC1.[CH2:51]1[C:59]2[C:54](=[CH:55][C:56](O)=[CH:57][CH:58]=2)[CH2:53][CH2:52]1>O1CCOCC1>[C:1]([O:4][CH2:5][C:6]1[CH2:13][S:12][CH:11]2[N:8]([C:9](=[O:31])[CH:10]2[NH:14][C:15](=[O:30])[CH:16]([C:20]2[CH:25]=[CH:24][C:23]([CH2:26][N:27]=[N+:28]=[N-:29])=[CH:22][CH:21]=2)[C:17]([O:19][C:56]2[CH:55]=[C:54]3[C:59](=[CH:58][CH:57]=2)[CH2:51][CH2:52][CH2:53]3)=[O:18])[C:7]=1[C:32]([OH:34])=[O:33])(=[O:3])[CH3:2]. Procedure details: To 25.3 m mole of 3-[(acetyloxy)methyl]-7-[[2-[4-(azidomethyl)phenyl]-2-carboxyacetyl]amino]-8-oxo-5-thia-1-azabicyclo[4.2.0]oct-2-ene-2-carboxylic acid in 35 ml dioxane is added 6N hydrochloric acid to give a pH of 2.5. Then 24.1 m moles N,N'-dicyclohexylcarbodiimide in 35 ml dioxane is added and the mixture is stirred at room temperature for 15 to 20 minutes followed by the addition of 24.1 m moles of 5-indanol. The mixture is stirred for 4 hours. The formed N,N'-dicyclohexylurea is removed by... Reactants: NC1=CC=C2C(=N1)C(=CN2)C=2CCN(CC2)CCC2=CC=CC=C2 (5-amino-3-(1-(2-phenyleth-1-yl)-1,2,3,6-tetrahydropyridin-4-yl)pyrrolo[3,2-b]pyridine), S1C(=CC=C1)C(=O)Cl (2-thiophenecarbonyl chloride). The product is S1C(=CC=C1)C(=O)NC1=CC=C2C(=N1)C(=CN2)C=2CCN(CC2)CCC2=CC=CC=C2 (5-(N-[2-thiophenecarbonyl]amino)-3-(1-(2-phenyleth-1-yl)-1,2,3,6-tetrahydropyridin-4-yl)pyrrolo[3,2-b]pyridine). RXN SMILES: [NH2:1][C:2]1[N:7]=[C:6]2[C:8]([C:11]3[CH2:12][CH2:13][N:14]([CH2:17][CH2:18][C:19]4[CH:24]=[CH:23][CH:22]=[CH:21][CH:20]=4)[CH2:15][CH:16]=3)=[CH:9][NH:10][C:5]2=[CH:4][CH:3]=1.[S:25]1[CH:29]=[CH:28][CH:27]=[C:26]1[C:30](Cl)=[O:31]>>[S:25]1[CH:29]=[CH:28][CH:27]=[C:26]1[C:30]([NH:1][C:2]1[N:7]=[C:6]2[C:8]([C:11]3[CH2:12][CH2:13][N:14]([CH2:17][CH2:18][C:19]4[CH:20]=[CH:21][CH:22]=[CH:23][CH:24]=4)[CH2:15][CH:16]=3)=[CH:9][NH:10][C:5]2=[CH:4][CH:3]=1)=[O:31]. Procedure details: Beginning with 0.015 gm (0.047 mMol) 5-amino-3-(1-(2-phenyleth-1-yl)-1,2,3,6-tetrahydropyridin-4-yl)pyrrolo[3,2-b]pyridine and 0.007 mL (0.061 mMol) 2-thiophenecarbonyl chloride, the title compound was prepared essentially by the procedure described in Example 7.